Dataset: the Open Reaction Database (ORD), a public repository of structured organic reaction records. Task: describe an organic reaction: reactants, conditions, products, and yield The reactants are Br, COc1ccc(Cc2ccccc2C2CCNCC2)cc1, Cl, O. The product is Oc1ccc(Cc2ccccc2C2CCNCC2)cc1. RXN SMILES: [BrH:23].[CH3:2][O:3][c:4]1[cH:5][cH:6][c:7]([CH2:10][c:11]2[c:12]([CH:17]3[CH2:18][CH2:19][NH:20][CH2:21][CH2:22]3)[cH:13][cH:14][cH:15][cH:16]2)[cH:8][cH:9]1.[ClH:1].[OH2:24]>>[OH:3][c:4]1[cH:5][cH:6][c:7]([CH2:10][c:11]2[c:12]([CH:17]3[CH2:18][CH2:19][NH:20][CH2:21][CH2:22]3)[cH:13][cH:14][cH:15][cH:16]2)[cH:8][cH:9]1. Starting materials: ClC1=CC(=C(N)C(=C1)I)F (4-Chloro-2-fluoro-6-iodoaniline), C([O-])([O-])=O.[Na+].[Na+] (sodium carbonate), FC=1C=C(CC2=CC=C(C(=O)NCCC#C[Si](CC)(CC)CC)C=C2)C=CC1 (4-(3-fluorobenzyl)-N-(4-(triethylsilyl)but-3-ynyl)benzamide), [Cl-].[Li+] (lithium chloride). The reagents and catalysts are [Pd](Cl)Cl (palladium(II) chloride), C1(=CC=CC=C1)P(C1=CC=CC=C1)[C-]1C=CC=C1.[C-]1(C=CC=C1)P(C1=CC=CC=C1)C1=CC=CC=C1.[Fe+2] (bis(diphenylphosphino)ferrocene). Run in CN(C)C=O (DMF). Conditions: temperature 100 celsius, time 18 hour. Yields the product ClC=1C=C2C(=C(NC2=C(C1)F)[Si](CC)(CC)CC)CCNC(C1=CC=C(C=C1)CC1=CC(=CC=C1)F)=O (N-(2-(5-Chloro-7-fluoro-2-(triethylsilyl)-1H-indol-3-yl)ethyl)-4-(3-fluorobenzyl)benzamide). Yield: 51.4%. RXN SMILES: [Cl:1][C:2]1[CH:8]=[C:7](I)[C:5]([NH2:6])=[C:4]([F:10])[CH:3]=1.[F:11][C:12]1[CH:13]=[C:14]([CH:36]=[CH:37][CH:38]=1)[CH2:15][C:16]1[CH:35]=[CH:34][C:19]([C:20]([NH:22][CH2:23][CH2:24][C:25]#[C:26][Si:27]([CH2:32][CH3:33])([CH2:30][CH3:31])[CH2:28][CH3:29])=[O:21])=[CH:18][CH:17]=1.[Cl-].[Li+].C(=O)([O-])[O-].[Na+].[Na+]>CN(C=O)C.C1(P([C-]2C=CC=C2)C2C=CC=CC=2)C=CC=CC=1.[C-]1(P(C2C=CC=CC=2)C2C=CC=CC=2)C=CC=C1.[Fe+2].[Pd](Cl)Cl>[Cl:1][C:2]1[CH:8]=[C:7]2[C:5](=[C:4]([F:10])[CH:3]=1)[NH:6][C:26]([Si:27]([CH2:32][CH3:33])([CH2:30][CH3:31])[CH2:28][CH3:29])=[C:25]2[CH2:24][CH2:23][NH:22][C:20](=[O:21])[C:19]1[CH:18]=[CH:17][C:16]([CH2:15][C:14]2[CH:36]=[CH:37][CH:38]=[C:12]([F:11])[CH:13]=2)=[CH:35][CH:34]=1 |f:2.3,4.5.6,8.9.10|. Procedure: 4-Chloro-2-fluoro-6-iodoaniline (0.100 g; 0.368 mmol), 4-(3-fluorobenzyl)-N-(4-(triethylsilyl)but-3-ynyl)benzamide (0.145 g; 0.368 mmol), bis(diphenylphosphino)ferrocene]palladium(II) chloride (0.015 g; 0.018 mmol), lithium chloride (0.016 mg; 0.368 mmol) and sodium carbonate (0.078 g; 0.737 mmol) were suspended in DMF (5 mL) and the mixture was stirred at 100° C. for 18 hours. The solution was concentrated under reduced pressure and diluted in ethyl acetate. The organic layer was successively w... Starting materials: C(#N)C1=CC=C(OCC(C)N)C=C1 (2-(4-cyanophenoxy)-1-methylethylamine), ClC(=O)OCC(C)C (isobutyl chloroformate), CN1CCCCC1 (N-methylpiperidine), CC1=CC=C(COC(=O)N[C@@H](C(C)C)C(=O)O)C=C1 (N-(4-methylbenzyloxycarbonyl)-L-valine). Solvent: O (Water), C(Cl)Cl (methylene chloride). Run at temperature -20 celsius, time 1 hour. The product is C(#N)C1=CC=C(OCC(C)NC([C@@H](NC(=O)OC2=CC=CC=C2)C(C)C)=O)C=C1 (N1 -[2-(4-cyanophenoxy)-1-methylethyl]-N2 -phenoxycarbonyl-L-valinamide), powder. Yield: 28.0%. RXN SMILES: CN1CC[CH2:5][CH2:4][CH2:3]1.CC1C=CC(COC([NH:17][C@H:18]([C:22](O)=[O:23])[CH:19]([CH3:21])[CH3:20])=O)=CC=1.Cl[C:28]([O:30][CH2:31][CH:32]([CH3:34])C)=[O:29].[C:35]([C:37]1[CH:47]=[CH:46][C:40]([O:41][CH2:42][CH:43]([NH2:45])[CH3:44])=[CH:39][CH:38]=1)#[N:36]>C(Cl)Cl.O>[C:35]([C:37]1[CH:47]=[CH:46][C:40]([O:41][CH2:42][CH:43]([NH:45][C:22](=[O:23])[C@H:18]([CH:19]([CH3:21])[CH3:20])[NH:17][C:28]([O:30][C:31]2[CH:32]=[CH:34][CH:5]=[CH:4][CH:3]=2)=[O:29])[CH3:44])=[CH:39][CH:38]=1)#[N:36]. Procedure details: 0.6 g of N-methylpiperidine was added to a solution containing 1.5 g of N-(4-methylbenzyloxycarbonyl)-L-valine dissolved in 100 ml of methylene chloride, at -20° C. After the mixture was stirred for 10 minutes at the same temperature, 0.8 g of isobutyl chloroformate was added to the mixture, and subsequently the whole mixture was stirred for 1 hour at -20° C. 1.0 g of 2-(4-cyanophenoxy)-1-methylethylamine was added to this mixture at -60° C., and then the reaction mixture was allowed to sit and ... Reactants: CC=1C=CN2N=C(N(C(C21)=O)C2=CC=CC=C2)[C@H](C)NC=2C1=C(N=CN2)N(C=C1C=1C=C(C=C(C1)N1CCOCC1)NS(=O)(=O)C)COCC[Si](C)(C)C ((S)—N-(3-(4-((1-(5-Methyl-4-oxo-3-phenyl-3,4-dihydropyrrolo[2,1-f][1,2,4]triazin-2-yl)ethyl)amino)-7-((2-(trimethylsilyl)ethoxy)methyl)-7H-pyrrolo[2,3-d]pyrimidin-5-yl)-5-morpholinophenyl)methanesulfonamide), FC(C(=O)O)(F)F (trifluoroacetic acid), N (ammonia). Yields the product CC=1C=CN2N=C(N(C(C21)=O)C2=CC=CC=C2)[C@H](C)NC=2C1=C(N=CN2)NC=C1C=1C=C(C=C(C1)N1CCOCC1)NS(=O)(=O)C ((S)—N-(3-(4-((1-(5-Methyl-4-oxo-3-phenyl-3,4-dihydropyrrolo[2,1-f][1,2,4]triazin-2-yl)ethyl)amino)-7H-pyrrolo[2,3-d]pyrimidin-5-yl)-5-morpholinophenyl)methanesulfonamide). Isolated yield 86.0%. RXN SMILES: [CH3:1][C:2]1[CH:3]=[CH:4][N:5]2[C:10]=1[C:9](=[O:11])[N:8]([C:12]1[CH:17]=[CH:16][CH:15]=[CH:14][CH:13]=1)[C:7]([C@@H:18]([NH:20][C:21]1[C:22]3[C:29]([C:30]4[CH:31]=[C:32]([NH:42][S:43]([CH3:46])(=[O:45])=[O:44])[CH:33]=[C:34]([N:36]5[CH2:41][CH2:40][O:39][CH2:38][CH2:37]5)[CH:35]=4)=[CH:28][N:27](COCC[Si](C)(C)C)[C:23]=3[N:24]=[CH:25][N:26]=1)[CH3:19])=[N:6]2.FC(F)(F)C(O)=O.N>>[CH3:1][C:2]1[CH:3]=[CH:4][N:5]2[C:10]=1[C:9](=[O:11])[N:8]([C:12]1[CH:13]=[CH:14][CH:15]=[CH:16][CH:17]=1)[C:7]([C@@H:18]([NH:20][C:21]1[C:22]3[C:29]([C:30]4[CH:31]=[C:32]([NH:42][S:43]([CH3:46])(=[O:45])=[O:44])[CH:33]=[C:34]([N:36]5[CH2:37][CH2:38][O:39][CH2:40][CH2:41]5)[CH:35]=4)=[CH:28][NH:27][C:23]=3[N:24]=[CH:25][N:26]=1)[CH3:19])=[N:6]2. Procedure details: (S)—N-(3-(4-((1-(5-Methyl-4-oxo-3-phenyl-3,4-dihydropyrrolo[2,1-f][1,2,4]triazin-2-yl)ethyl)amino)-7-((2-(trimethylsilyl)ethoxy)methyl)-7H-pyrrolo[2,3-d]pyrimidin-5-yl)-5-morpholinophenyl)methanesulfonamide (27 mg, 0.02 mmol) was treated with trifluoroacetic acid (0.45 ml, 5.84 mmol) and a solution of ammonia (7N in methanol, 0.45 ml, 3.15 mmol) according to the method described in Example 27 to give 11 mg (71% yield) of the title compound. Purity 100%. Run in O1CCOCC1 (dioxane). Reported procedure: A solution of 45 mg of 4-(6-tert-butyl-3-oxo-2,3-dihydro-[1,2,4]triazolo[4,3-a]pyrazin-8-ylamino)-piperidine-1-carboxylic acid ethyl ester in dioxane (10 mL) was treated with 6N KOH (1.0 mL) and the mixture was heated to reflux. After eight h, the reaction mixture was concentrated and the residue was dissolved in 48% HBr and heated at 80° C. After 14 h, the reaction mixture was concentrated to afford the title compound as a tan solid. MS (M+H+)=290.3. Reaction conditions: temperature 80 celsius, time 14 hour. Reaction SMILES: C(OC([N:6]1[CH2:11][CH2:10][CH:9]([NH:12][C:13]2[C:14]3[N:15]([C:23](=[O:26])[NH:24][N:25]=3)[CH:16]=[C:17]([C:19]([CH3:22])([CH3:21])[CH3:20])[N:18]=2)[CH2:8][CH2:7]1)=O)C.[OH-].[K+]>O1CCOCC1>[C:19]([C:17]1[N:18]=[C:13]([NH:12][CH:9]2[CH2:8][CH2:7][NH:6][CH2:11][CH2:10]2)[C:14]2[N:15]([C:23](=[O:26])[NH:24][N:25]=2)[CH:16]=1)([CH3:22])([CH3:20])[CH3:21] |f:1.2|. The reactants are C(C)OC(=O)N1CCC(CC1)NC=1C=2N(C=C(N1)C(C)(C)C)C(NN2)=O (4-(6-tert-butyl-3-oxo-2,3-dihydro-[1,2,4]triazolo[4,3-a]pyrazin-8-ylamino)-piperidine-1-carboxylic acid ethyl ester), [OH-].[K+] (KOH). The product is C(C)(C)(C)C=1N=C(C=2N(C1)C(NN2)=O)NC2CCNCC2 (6-tert-Butyl-8-(piperidin-4-ylamino)-2H-[1,2,4]triazolo[4,3-a]pyrazin-3-one). Starting materials: COc4ccc3ccc(N(c1ccccc1)c2ccccc2)cc3c4 (substrate), Cc1ccc([Mg]Br)cc1 (effective_coupling_partner). Reagents/catalysts: C1-CDC. Reaction conditions: temperature 60 celsius, time 4 hour. Yields the product Cc5ccc(c4ccc3ccc(N(c1ccccc1)c2ccccc2)cc3c4)cc5. The reactants are FC(C(=O)N1C(O[C@@H]([C@H]1CF)C1=CC=C(C=C1)C=1C=NC(=CC1)C(C)N1CCOCC1)(C)C)F (2,2-Difluoro-1-((4S,5R)-4-fluoromethyl -2,2-dimethyl-5-{4-[6-(1-morpholin-4-yl-ethyl)-pyridin-3-yl]-phenyl}-oxazolidin-3-yl)-ethanone), FC(C(=O)O)(F)F (trifluoroacetic acid). Solvent: C(Cl)Cl (CH2Cl2). Run at time 4 hour. Yields the product FC(C(=O)N[C@@H]([C@@H](C1=CC=C(C=C1)C=1C=NC(=CC1)C(C)N1CCOCC1)O)CF)F (2,2-Difluoro-N-((1S,2R)-1-fluoromethyl-2-hydroxy-2-{4-[6-(1-morpholin-4-yl-ethyl)-pyridin-3-yl]-phenyl}-ethyl) -acetamide). The yield is 56.2%. As a reaction SMILES: [F:1][CH:2]([F:34])[C:3]([N:5]1[C@H:9]([CH2:10][F:11])[C@@H:8]([C:12]2[CH:17]=[CH:16][C:15]([C:18]3[CH:19]=[N:20][C:21]([CH:24]([N:26]4[CH2:31][CH2:30][O:29][CH2:28][CH2:27]4)[CH3:25])=[CH:22][CH:23]=3)=[CH:14][CH:13]=2)[O:7]C1(C)C)=[O:4].FC(F)(F)C(O)=O>C(Cl)Cl>[F:34][CH:2]([F:1])[C:3]([NH:5][C@H:9]([CH2:10][F:11])[C@H:8]([OH:7])[C:12]1[CH:13]=[CH:14][C:15]([C:18]2[CH:19]=[N:20][C:21]([CH:24]([N:26]3[CH2:27][CH2:28][O:29][CH2:30][CH2:31]3)[CH3:25])=[CH:22][CH:23]=2)=[CH:16][CH:17]=1)=[O:4]. Procedure: To a stirred solution of 2,2-Difluoro-1-((4S,5R)-4-fluoromethyl -2,2-dimethyl-5-{4-[6-(1-morpholin-4-yl-ethyl)-pyridin-3-yl]-phenyl}-oxazolidin-3-yl)-ethanone (0.101 g, 0.309 mmol) in CH2Cl2 (5 mL) is added trifluoroacetic acid (1 mL) at 0° C. Reaction mixture is allowed to stir at room temperature for 4 hours. The solvent evaporated in vacuo and the crude material is diluted with saturated bicarbonate solution and extract with 10% MeOH:DCM. Combined organic layer dried over sodium sulphate, con... Reactants: CCOC(=O)c1c(-c2ccncc2F)noc1C, CCO, [Na+], C1CCOC1, [OH-]. Product: Cc1onc(-c2ccncc2F)c1C(=O)O. Reaction SMILES: [CH2:1]([CH3:2])[O:3][C:4](=[O:5])[c:6]1[c:7](-[c:12]2[c:13]([F:18])[cH:14][n:15][cH:16][cH:17]2)[n:8][o:9][c:10]1[CH3:11].[CH3:21][CH2:22][OH:23].[Na+:20].[O:24]1[CH2:25][CH2:26][CH2:27][CH2:28]1.[OH-:19]>>[O:3]=[C:4]([OH:5])[c:6]1[c:7](-[c:12]2[c:13]([F:18])[cH:14][n:15][cH:16][cH:17]2)[n:8][o:9][c:10]1[CH3:11].